Dataset: the Open Reaction Database (ORD), a public repository of structured organic reaction records. Task: describe an organic reaction: reactants, conditions, products, and yield The product is C(C)(C)C=1C=C(C=C2C(NC3=CC=CC(=C23)C)=O)C=C(C1OC)C(C)C (3-(3,5-diisopropyl-4-methoxybenzylidene)-4-methyl-1,3-dihydroindol-2-one). Reactants: C(C)(C)C=1C=C(C=O)C=C(C1OC)C(C)C (3,5-Diisopropyl-4-methoxybenzaldehyde), CC1=C2CC(NC2=CC=C1)=O (4-methyl-2-oxindole). Procedure: 3,5-Diisopropyl-4-methoxybenzaldehyde was condensed with 4-methyl-2-oxindole to give 0.3 g of 3-(3,5-diisopropyl-4-methoxybenzylidene)-4-methyl-1,3-dihydroindol-2-one as a yellow-orange solid. RXN SMILES: [CH:1]([C:4]1[CH:5]=[C:6]([CH:9]=[C:10]([CH:14]([CH3:16])[CH3:15])[C:11]=1[O:12][CH3:13])[CH:7]=O)([CH3:3])[CH3:2].[CH3:17][C:18]1[CH:26]=[CH:25][CH:24]=[C:23]2[C:19]=1[CH2:20][C:21](=[O:27])[NH:22]2>>[CH:1]([C:4]1[CH:5]=[C:6]([CH:9]=[C:10]([CH:14]([CH3:16])[CH3:15])[C:11]=1[O:12][CH3:13])[CH:7]=[C:20]1[C:19]2[C:23](=[CH:24][CH:25]=[CH:26][C:18]=2[CH3:17])[NH:22][C:21]1=[O:27])([CH3:3])[CH3:2]. Starting materials: C1(=CC=CC=C1)C(C1=CC=CC=C1)OC(=O)C1=C(CS[C@H]2N1C([C@H]2NC(\C(=N/OC(C2=CC=CC=C2)(C2=CC=CC=C2)C2=CC=CC=C2)\C=2N=C(SC2)NC(=O)OC(C)(C)C)=O)=O)OS(=O)(=O)C (7β-[(Z)-2-(2-t-butoxycarbonylaminothiazol-4-yl)-2trityloxyiminoacetamido]-3-methanesulfonyloxy-3-cephem-4carboxylic acid diphenylmethyl ester), C(C1=CC=CC=C1)(=O)SCSC=1N=NNC1 (4-benzoylthiomethylthio-1,2,3-triazole), C[O-].[Na+] (sodium methoxide), CO (methanol), C(C)(=O)O (acetic acid). Run in CN(C=O)C (dimethylformamide), CN(C=O)C (dimethylformamide), O (water). Run at time 80 minute. The product is C1(=CC=CC=C1)C(C1=CC=CC=C1)OC(=O)C1=C(CS[C@H]2N1C([C@H]2NC(\C(=N/OC(C2=CC=CC=C2)(C2=CC=CC=C2)C2=CC=CC=C2)\C=2N=C(SC2)NC(=O)OC(C)(C)C)=O)=O)SCSC=2N=NNC2 (7β-[(Z)-2-(2-t-butoxycarbonylaminothiazol -4-yl)- 2-trityloxyiminoacetamido]-3-(1,2,3-triazol- 4-ylthiomethylthio)-3- cephem-4-carboxylic acid diphenylmethyl ester). As a reaction SMILES: [C:1]([S:9][CH2:10][S:11][C:12]1[N:13]=[N:14][NH:15][CH:16]=1)(=O)[C:2]1C=CC=CC=1.[CH3:17][O-:18].[Na+].C1(C(OC([C:36]2[N:41]3[C:42](=[O:82])[C@@H:43]([NH:44][C:45](=[O:81])/[C:46](/[C:68]4[N:69]=[C:70]([NH:73][C:74]([O:76][C:77]([CH3:80])([CH3:79])[CH3:78])=[O:75])[S:71][CH:72]=4)=[N:47]\[O:48][C:49]([C:62]4[CH:67]=[CH:66][CH:65]=[CH:64][CH:63]=4)([C:56]4[CH:61]=[CH:60][CH:59]=[CH:58][CH:57]=4)[C:50]4[CH:55]=[CH:54][CH:53]=[CH:52][CH:51]=4)[C@H:40]3[S:39]CC=2OS(C)(=O)=O)=O)C2C=CC=CC=2)C=CC=CC=1.[C:88](O)(=O)[CH3:89].[CH3:92][OH:93]>CN(C)C=O.O>[C:50]1([CH:17]([O:18][C:92]([C:36]2[N:41]3[C:42](=[O:82])[C@@H:43]([NH:44][C:45](=[O:81])/[C:46](/[C:68]4[N:69]=[C:70]([NH:73][C:74]([O:76][C:77]([CH3:78])([CH3:80])[CH3:79])=[O:75])[S:71][CH:72]=4)=[N:47]\[O:48][C:49]([C:62]4[CH:63]=[CH:64][CH:65]=[CH:66][CH:67]=4)([C:56]4[CH:61]=[CH:60][CH:59]=[CH:58][CH:57]=4)[C:50]4[CH:55]=[CH:54][CH:53]=[CH:52][CH:51]=4)[C@H:40]3[S:39][CH2:2][C:1]=2[S:9][CH2:10][S:11][C:12]2[N:13]=[N:14][NH:15][CH:16]=2)=[O:93])[C:89]2[CH:88]=[CH:72][CH:68]=[CH:46][CH:45]=2)[CH:55]=[CH:54][CH:53]=[CH:52][CH:51]=1 |f:1.2|. Procedure: To a solution of 4-benzoylthiomethylthio-1,2,3-triazole (150 mg: 0.60 mMol.) in dimethylformamide (3 ml) at -60° C. is added a solution of sodium methoxide in methanol (1.26N: 0.95 ml), and the mixture is stirred for 80 minutes at -50° to -60° C. to the mixture at -7020 C. is added a solution of 7β-[(Z)-2-(2-t-butoxycarbonylaminothiazol-4-yl)-2trityloxyiminoacetamido]-3-methanesulfonyloxy-3-cephem-4carboxylic acid diphenylmethyl ester (485 mg : 0.5 mMol.) in dimethylformamide (2 ml) and the mixt... The reactants are ice water, [N+](=O)(O)[O-] (nitric acid), FC(C(F)(F)F)(C1=CC=C(C=C1)O)F (4-(pentafluoroethyl)phenol), S(O)(O)(=O)=O (sulfuric acid). Solvent: C(C)(=O)O (acetic acid), C(C)(=O)O (acetic acid). Reaction conditions: time 3 hour. Yields the product FC(C(F)(F)F)(C1=CC(=C(C=C1)O)[N+](=O)[O-])F (4-(pentafluoroethyl)-2-nitrophenol). The yield is 67.9%. As a reaction SMILES: [F:1][C:2]([F:14])([C:7]1[CH:12]=[CH:11][C:10]([OH:13])=[CH:9][CH:8]=1)[C:3]([F:6])([F:5])[F:4].S(=O)(=O)(O)O.[N+:20]([O-])([OH:22])=[O:21]>C(O)(=O)C>[F:1][C:2]([F:14])([C:7]1[CH:12]=[CH:11][C:10]([OH:13])=[C:9]([N+:20]([O-:22])=[O:21])[CH:8]=1)[C:3]([F:5])([F:4])[F:6]. Procedure: To a mixture of 1.70 g of 4-(pentafluoroethyl)phenol, 6 ml of acetic acid and 2.0 ml of concentrated sulfuric acid, a mixture of 0.80 g of 69% nitric acid and 1 ml of acetic acid was added dropwise while ice-cooling, and stirred at room temperature for three hours. The reaction mixture was poured into ice water, followed by extraction with ethyl acetate three times. The combined organic layers were washed with water and a saturated sodium chloride solution, dried over sodium sulfate, and concent... Run at time 10 minute. Starting materials: C(C)(=O)OCC (ethyl acetate), C(C1=CC=CC=C1)(C1=CC=CC=C1)(C1=CC=CC=C1)NC1=NC(=NS1)/C(/C(=O)OCC)=N/O (Ethyl 2-(5-tritylamino-1,2,4-thiadiazol-3-yl)-(Z)-2-hydroxyiminoacetate), BrCF (Bromofluoromethane), C([O-])([O-])=O.[K+].[K+] (Potassium carbonate). Yield: 90.1%. Yields the product C(C1=CC=CC=C1)(C1=CC=CC=C1)(C1=CC=CC=C1)NC1=NC(=NS1)/C(/C(=O)OCC)=N/OCF (Ethyl 2-(5-Tritylamino-1,2,4-Thiadiazol-3-yl)-(Z)-2-Fluoromethoxyiminoacetate). Reaction SMILES: [C:1]([NH:20][C:21]1[S:25][N:24]=[C:23](/[C:26](=[N:32]/[OH:33])/[C:27]([O:29][CH2:30][CH3:31])=[O:28])[N:22]=1)([C:14]1[CH:19]=[CH:18][CH:17]=[CH:16][CH:15]=1)([C:8]1[CH:13]=[CH:12][CH:11]=[CH:10][CH:9]=1)[C:2]1[CH:7]=[CH:6][CH:5]=[CH:4][CH:3]=1.C(=O)([O-])[O-].[K+].[K+].Br[CH2:41][F:42].C(OCC)(=O)C>CS(C)=O>[C:1]([NH:20][C:21]1[S:25][N:24]=[C:23](/[C:26](=[N:32]/[O:33][CH2:41][F:42])/[C:27]([O:29][CH2:30][CH3:31])=[O:28])[N:22]=1)([C:14]1[CH:19]=[CH:18][CH:17]=[CH:16][CH:15]=1)([C:8]1[CH:9]=[CH:10][CH:11]=[CH:12][CH:13]=1)[C:2]1[CH:7]=[CH:6][CH:5]=[CH:4][CH:3]=1 |f:1.2.3|. Reported procedure: Ethyl 2-(5-tritylamino-1,2,4-thiadiazol-3-yl)-(Z)-2-hydroxyiminoacetate (60.4 g) was dissolved in dimethyl sulfoxide (210 ml). Potassium carbonate (96.48 g) was added under ice cooling, followed by stirring for 10 minutes. Bromofluoromethane (19 g) was added further, followed by stirring at room temperature for 3 hours. The reaction mixture was added with ethyl acetate (1 l) and washed with water and then with saturated saline. Anhydrous magnesium sulfate was added to the thus-washed reaction mi... The solvent is CS(=O)C (dimethyl sulfoxide).